Dataset: the Open Reaction Database (ORD), a public repository of structured organic reaction records. Task: describe an organic reaction: reactants, conditions, products, and yield The reactants are [Cl-], Cl, Nc1ccc([N+](=O)[O-])cc1I, [Na+], [OH-], O, O. The product is Nc1ccc(N)c(I)c1. As a reaction SMILES: [Cl-:14].[ClH:17].[I:1][c:2]1[c:3]([NH2:4])[cH:5][cH:6][c:7]([N+:9]([O-:10])=[O:11])[cH:8]1.[Na+:16].[OH-:15].[OH2:12].[OH2:13]>>[I:1][c:2]1[c:3]([NH2:4])[cH:5][cH:6][c:7]([NH2:9])[cH:8]1.